From a dataset of the Open Reaction Database (ORD), a public repository of structured organic reaction records. describe an organic reaction: reactants, conditions, products, and yield Starting materials: BrC1C(N(CC1)C1=CC=C(C=C1)N(C(C1=CC=C(C=C1)C1CCCCC1)=O)C)=O (N-[4-(3-Bromo-2-oxopyrrolidin-1-yl)phenyl]-4-cyclohexyl-N-methylbenzamide), C1(CC1)CN (cyclopropylmethylamine). Product: C1(CCCCC1)C1=CC=C(C(=O)N(C)C2=CC=C(C=C2)N2C(C(CC2)NCC2CC2)=O)C=C1 (4-Cyclohexyl-N-{4-[3-(cyclopropylmethylamino)-2-oxopyrrolidin-1-yl]phenyl}-N-methylbenzamide). As a reaction SMILES: Br[CH:2]1[CH2:6][CH2:5][N:4]([C:7]2[CH:12]=[CH:11][C:10]([N:13]([CH3:28])[C:14](=[O:27])[C:15]3[CH:20]=[CH:19][C:18]([CH:21]4[CH2:26][CH2:25][CH2:24][CH2:23][CH2:22]4)=[CH:17][CH:16]=3)=[CH:9][CH:8]=2)[C:3]1=[O:29].[CH:30]1([CH2:33][NH2:34])[CH2:32][CH2:31]1>>[CH:21]1([C:18]2[CH:19]=[CH:20][C:15]([C:14]([N:13]([C:10]3[CH:11]=[CH:12][C:7]([N:4]4[CH2:5][CH2:6][CH:2]([NH:34][CH2:33][CH:30]5[CH2:32][CH2:31]5)[C:3]4=[O:29])=[CH:8][CH:9]=3)[CH3:28])=[O:27])=[CH:16][CH:17]=2)[CH2:26][CH2:25][CH2:24][CH2:23][CH2:22]1. Procedure details: N-[4-(3-Bromo-2-oxopyrrolidin-1-yl)phenyl]-4-cyclohexyl-N-methylbenzamide was reacted with cyclopropylmethylamine by method L. This resulted in the product with the molecular weight of 445.61 (C28H35N3O2); MS (ESI): 446 (M+H+).